From a dataset of the Open Reaction Database (ORD), a public repository of structured organic reaction records. describe an organic reaction: reactants, conditions, products, and yield Starting materials: C(C)(C)(C)OC(NC1=CC(=C(C=C1[N+](=O)[O-])C1=C(C(=CC=C1)F)F)N(C)C)=O ((2-dimethylamino-2′,3′-difluoro-5-nitro-biphenyl-4-yl)-carbamic acid tert.-butyl ester), O.O.Cl[Sn]Cl (SnCl2.2H2O). Product: C(C)(C)(C)OC(NC1=CC(=C(C=C1N)C1=C(C(=CC=C1)F)F)N(C)C)=O ((5-Amino-2-dimethylamino-2′,3′-difluoro-biphenyl-4-yl)-carbamic acid tert.-butyl ester), solid. RXN SMILES: [C:1]([O:5][C:6](=[O:28])[NH:7][C:8]1[C:13]([N+:14]([O-])=O)=[CH:12][C:11]([C:17]2[CH:22]=[CH:21][CH:20]=[C:19]([F:23])[C:18]=2[F:24])=[C:10]([N:25]([CH3:27])[CH3:26])[CH:9]=1)([CH3:4])([CH3:3])[CH3:2].O.O.Cl[Sn]Cl>>[C:1]([O:5][C:6](=[O:28])[NH:7][C:8]1[C:13]([NH2:14])=[CH:12][C:11]([C:17]2[CH:22]=[CH:21][CH:20]=[C:19]([F:23])[C:18]=2[F:24])=[C:10]([N:25]([CH3:26])[CH3:27])[CH:9]=1)([CH3:4])([CH3:3])[CH3:2] |f:1.2.3|. Procedure: The title compound was prepared from (2-dimethylamino-2′,3′-difluoro-5-nitro-biphenyl-4-yl)-carbamic acid tert.-butyl ester (Example D1) by reduction with SnCl2.2H2O according to the general procedure J (method b). Obtained as an orange solid (2.206 g). The reactants are COC(=O)C(C)c1ccc(C#Cc2cc(OC)c3c(c2)C(C)(C)CCC3N(C)C2CC2)cc1, CO, Cl, [K+], C1CCOC1, [OH-]. RXN SMILES: [CH3:1][O:2][C:3]([CH:4]([CH3:5])[c:6]1[cH:7][cH:8][c:9]([C:12]#[C:13][c:14]2[cH:15][c:16]3[c:21]([c:22]([O:24][CH3:25])[cH:23]2)[CH:20]([N:26]([CH3:27])[CH:28]2[CH2:29][CH2:30]2)[CH2:19][CH2:18][C:17]3([CH3:31])[CH3:32])[cH:10][cH:11]1)=[O:33].[CH3:37][OH:38].[ClH:36].[K+:35].[O:39]1[CH2:40][CH2:41][CH2:42][CH2:43]1.[OH-:34]>>[O:2]=[C:3]([CH:4]([CH3:5])[c:6]1[cH:7][cH:8][c:9]([C:12]#[C:13][c:14]2[cH:15][c:16]3[c:21]([c:22]([O:24][CH3:25])[cH:23]2)[CH:20]([N:26]([CH3:27])[CH:28]2[CH2:29][CH2:30]2)[CH2:19][CH2:18][C:17]3([CH3:31])[CH3:32])[cH:10][cH:11]1)[OH:33]. Yields the product COc1cc(C#Cc2ccc(C(C)C(=O)O)cc2)cc2c1C(N(C)C1CC1)CCC2(C)C. Starting materials: ClC1=C(C=CC(=C1)Cl)C=1N=C(C(=NC1CC)N[C@H]1[C@H](CC2=CC=CC=C12)O)CC ((1R,2S)-1-{[5-(2,4-dichlorophenyl)-3,6-diethylpyrazin-2-yl]amino}-2,3-dihydro-1H-inden-2-ol), CN(C1=CC(=C(C=N1)B(O)O)C)C (6-(dimethylamino)-4-methylpyridin-3-ylboronic acid). Yields the product CN(C1=CC(=C(C=N1)C=1N=C(C(=NC1CC)N[C@H]1[C@H](CC2=CC=CC=C12)O)CC)C)C ((1R,2S)-1-({5-[6-(dimethylamino)-4-methylpyridin-3-yl]-3,6-diethylpyrazin-2-yl}amino)-2,3-dihydro-1H-inden-2-ol). As a reaction SMILES: Cl[C:2]1C=C(Cl)[CH:5]=[CH:4][C:3]=1[C:9]1[N:10]=[C:11]([CH2:28][CH3:29])[C:12]([NH:17][C@@H:18]2[C:26]3[C:21](=[CH:22][CH:23]=[CH:24][CH:25]=3)[CH2:20][C@@H:19]2[OH:27])=[N:13][C:14]=1[CH2:15][CH3:16].[CH3:30][N:31]([CH3:42])[C:32]1[N:37]=CC(B(O)O)=C(C)[CH:33]=1>>[CH3:30][N:31]([CH3:42])[C:32]1[N:37]=[CH:2][C:3]([C:9]2[N:10]=[C:11]([CH2:28][CH3:29])[C:12]([NH:17][C@@H:18]3[C:26]4[C:21](=[CH:22][CH:23]=[CH:24][CH:25]=4)[CH2:20][C@@H:19]3[OH:27])=[N:13][C:14]=2[CH2:15][CH3:16])=[C:4]([CH3:5])[CH:33]=1. Reported procedure: Following the procedure for the preparation of (1R,2S)-1-{[5-(2,4-dichlorophenyl)-3,6-diethylpyrazin-2-yl]amino}-2,3-dihydro-1H-inden-2-ol but substituting 6-(dimethylamino)-4-methylpyridin-3-ylboronic acid and making non-critical variations provided the title compound as a light yellow amorphous solid. IR (diffuse reflectance) 3448, 2962, 2954, 2933, 1611, 1567, 1520, 1482, 1392, 1376, 1174, 1160, 1046, 741, 737 cm−1; OAMS supporting ions at: ESI+ 418.3; MS (EI) m/z 417 (M+); HRMS (FAB) calcd f... Reaction conditions: time 15 hour. Starting materials: NC1=C(C=CC(=C1)O)SC1=CC=C(C=C1)NC(C)=O (N-[4-(2-Amino-4-hydroxy-phenylsulfanyl)-phenyl]-acetamide), C(C1=CC=CC=C1)Br (benzyl bromide), C([O-])([O-])=O.[K+].[K+] (potassium carbonate). RXN SMILES: [NH2:1][C:2]1[CH:7]=[C:6]([OH:8])[CH:5]=[CH:4][C:3]=1[S:9][C:10]1[CH:15]=[CH:14][C:13]([NH:16][C:17](=[O:19])[CH3:18])=[CH:12][CH:11]=1.[CH2:20](Br)[C:21]1[CH:26]=[CH:25][CH:24]=[CH:23][CH:22]=1.C(=O)([O-])[O-].[K+].[K+]>CN(C=O)C>[NH2:1][C:2]1[CH:7]=[C:6]([O:8][CH2:20][C:21]2[CH:26]=[CH:25][CH:24]=[CH:23][CH:22]=2)[CH:5]=[CH:4][C:3]=1[S:9][C:10]1[CH:15]=[CH:14][C:13]([NH:16][C:17](=[O:19])[CH3:18])=[CH:12][CH:11]=1 |f:2.3.4|. Yields the product NC1=C(C=CC(=C1)OCC1=CC=CC=C1)SC1=CC=C(C=C1)NC(C)=O (N-[4-(2-Amino-4-benzyloxy-phenylsulfanyl)-phenyl]-acetamide). Yield: 100.1%. Procedure: A mixture of the product from Example 232b (56 mg, 0.17 mmol), benzyl bromide (21 mg, 0.17 mmol) and potassium carbonate (26 mg, 0.19 mmol) in DMF (1 mL) was stirred at room temperature 15 hr. The next day, the reaction mixture was poured onto ice and the solid collected by filtration providing the title compound (62 mg, 100%). The solvent is CN(C)C=O (DMF). Reaction SMILES: [Br:1][c:2]1[c:3](-[c:11]2[cH:12][cH:13][c:14]([F:17])[cH:15][cH:16]2)[n:4][n:5]2[c:6]1[cH:7][cH:8][cH:9][cH:10]2.[F:18][c:19]1[n:20][c:21]([F:28])[cH:22][c:23]([B:25]([OH:26])[OH:27])[cH:24]1.[Na+:29].[Na+:30].[O-:31][C:32](=[O:33])[O-:34].[O:35]=[CH:36][N:37]([CH3:38])[CH3:39]>>[c:2]1(-[c:23]2[cH:22][c:21]([F:28])[n:20][c:19]([F:18])[cH:24]2)[c:3](-[c:11]2[cH:12][cH:13][c:14]([F:17])[cH:15][cH:16]2)[n:4][n:5]2[c:6]1[cH:7][cH:8][cH:9][cH:10]2. Yields the product Fc1ccc(-c2nn3ccccc3c2-c2cc(F)nc(F)c2)cc1. Reactants: Fc1ccc(-c2nn3ccccc3c2Br)cc1, OB(O)c1cc(F)nc(F)c1, [Na+], [Na+], O=C([O-])[O-], CN(C)C=O.